Dataset: the Open Reaction Database (ORD), a public repository of structured organic reaction records. Task: describe an organic reaction: reactants, conditions, products, and yield Reaction SMILES: [CH3:30][S:31]([CH3:32])=[O:33].[CH3:34][OH:35].[Cl:12][c:13]1[n:14][cH:15][c:16]([C:17](=[O:18])[O:19][CH3:20])[cH:21][c:22]1[N+:23](=[O:24])[O-:25].[H-:11].[Na+:10].[S:26]([Cl:27])([Cl:28])=[O:29].[nH:1]1[c:2]([C:6](=[O:7])[O:8][CH3:9])[cH:3][cH:4][cH:5]1>>[n:1]1(-[c:13]2[n:14][cH:15][c:16]([C:17](=[O:18])[O:19][CH3:20])[cH:21][c:22]2[N+:23](=[O:24])[O-:25])[c:2]([C:6](=[O:7])[O:8][CH3:9])[cH:3][cH:4][cH:5]1. Reactants: CS(C)=O, CO, COC(=O)c1cnc(Cl)c([N+](=O)[O-])c1, [H-], [Na+], O=S(Cl)Cl, COC(=O)c1ccc[nH]1. Yields the product COC(=O)c1cnc(-n2cccc2C(=O)OC)c([N+](=O)[O-])c1. The reactants are COC(C1=C(C=C(C=C1)C(=O)NCC1=CC=C2C=CNC2=C1)Cl)=O (2-chloro-4-[[[(1H-indol-6-yl)methyl]amino]carbonyl]benzoic acid methyl ester), O.[OH-].[Li+] (lithium hydroxide monohydrate). Solvent: O1CCCC1.CO (tetrahydrofuran methanol), O (water). Reaction conditions: time 72 hour. Product: ClC1=C(C(=O)O)C=CC(=C1)C(=O)NCC1=CC=C2C=CNC2=C1 (2-chloro-4-[[[(1H-indol-6-yl)methyl]amino]carbonyl]benzoic acid). Yield: 98.0%. As a reaction SMILES: C[O:2][C:3](=[O:24])[C:4]1[CH:9]=[CH:8][C:7]([C:10]([NH:12][CH2:13][C:14]2[CH:22]=[C:21]3[C:17]([CH:18]=[CH:19][NH:20]3)=[CH:16][CH:15]=2)=[O:11])=[CH:6][C:5]=1[Cl:23].O.[OH-].[Li+]>O1CCCC1.CO.O>[Cl:23][C:5]1[CH:6]=[C:7]([C:10]([NH:12][CH2:13][C:14]2[CH:22]=[C:21]3[C:17]([CH:18]=[CH:19][NH:20]3)=[CH:16][CH:15]=2)=[O:11])[CH:8]=[CH:9][C:4]=1[C:3]([OH:24])=[O:2] |f:1.2.3,4.5|. Procedure details: A solution of 2-chloro-4-[[[(1H-indol-6-yl)methyl]amino]carbonyl]benzoic acid methyl ester (Example 80; 2.00 g, 5.9 mmol) in tetrahydrofuran/methanol (1:1; 10 mL) was added to a solution of lithium hydroxide monohydrate (491 mg, 11.7 mmol) in water (5 mL). The solution was allowed to stir at room temperature for 72 h and then concentrated under reduced pressure to remove tetrahydrofuran and methanol. The remaining solution was diluted with water and acidified with 1N hydrochloric acid solution. ... Reactants: ClCCO (2-chloroethanol), COC(C(CC)C=O)=O (2-Formyl-butyric acid methyl ester), COC(C(CC)C=O)=O (2-formyl-butyric acid methyl ester). The reagents and catalysts are S([O-])(O)(=O)=O.[Na+] (sodium bisulfate). The solvent is C1=CC=CC=C1 (benzene). Product: COC(C(=COCCCl)CC)=O (3-(2-chloroethoxy)-2-ethylacrylic acid methyl ester). The yield is 82.3%. Reaction SMILES: [CH3:1][O:2][C:3](=[O:9])[CH:4]([CH:7]=[O:8])[CH2:5][CH3:6].[Cl:10][CH2:11][CH2:12]O>C1C=CC=CC=1.S(=O)(=O)(O)[O-].[Na+]>[CH3:1][O:2][C:3](=[O:9])[C:4]([CH2:5][CH3:6])=[CH:7][O:8][CH2:12][CH2:11][Cl:10] |f:3.4|. Procedure: 35 g 2-Formyl-butyric acid methyl ester (0.27 mole) was dissolved in 250 ml benzene, and the solution was mixed with 26 g 2-chloroethanol (0.324 mole) and 700 mg sodium bisulfate. The mixture was refluxed for 18 hours, and the water formed during the reaction was withdrawn continuously. After removal of the solvent by distillation, the residue was fractionated in a vacuum and 42.8 g (44.2 g) 3-(2-chloroethoxy)-2-ethylacrylic acid methyl ester boiling at 99°-101° C./3 torr was obtained (82.4%-85%... Reactants: OCCCCCCNC(OC(C)(C)C)=O (tert-Butyl (6-hydroxyhexyl)carbamate), [H-].[H-].[H-].[H-].[Li+].[Al+3] (LAH), [O-]S(=O)(=O)[O-].[Mg+2] (MgSO4), [OH-].[Na+] (NaOH). Solvent: C1CCOC1 (THF), O (water), O (water). Conditions: temperature 80 celsius, time 15 minute. Yields the product CNCCCCCCO (6-(Methylamino)hexan-1-ol). As a reaction SMILES: [OH:1][CH2:2][CH2:3][CH2:4][CH2:5][CH2:6][CH2:7][NH:8][C:9](=O)OC(C)(C)C.[H-].[H-].[H-].[H-].[Li+].[Al+3].[OH-].[Na+].[O-]S([O-])(=O)=O.[Mg+2]>C1COCC1.O>[CH3:9][NH:8][CH2:7][CH2:6][CH2:5][CH2:4][CH2:3][CH2:2][OH:1] |f:1.2.3.4.5.6,7.8,9.10|. Reported procedure: Intermediate 20 (2.14 mmol) was added to a stirring solution at 0° C. containing 95% LAH (0.426 g, 10.68 mmol) in 10 mL of anhydrous THF. This mixture was then heated to 80° C. and allowed to reflux for 3 h. After 3 h the reaction was cooled to 0° C. and water (0.426 mL), 20% (w/v) NaOH (0.426 mL), and water (1.215 mL) were added sequentially. This was stirred for 15 min at rt then MgSO4 was added and stirred for another 30 min. The mixture was filtered through celite, washed with THF, and conce... The reactants are COC=1C=C(CC2N(CCCC3=C2C=C(C(=C3)OC)OC)C(C(=O)O)C3=CC=CC=C3)C=CC1OC ([1-(3,4-dimethoxy-benzyl)-7,8-dimethoxy-1,3,4,5-tetrahydro-benzo[c]azepin-2-yl]-phenyl-acetic acid), CC(CCN)(C)C (3,3-dimethylbutylamine). Yields the product COC=1C=C(CC2N(CCCC3=C2C=C(C(=C3)OC)OC)C(C(=O)NCCC(C)(C)C)C3=CC=CC=C3)C=CC1OC (2-[1-(3,4-Dimethoxy-benzyl)-7,8-dimethoxy-1,3,4,5-tetrahydro-benzo[c]azepin-2-yl]-N-(3,3-dimethyl-butyl)-2-phenyl-acetamide). RXN SMILES: [CH3:1][O:2][C:3]1[CH:4]=[C:5]([CH:32]=[CH:33][C:34]=1[O:35][CH3:36])[CH2:6][CH:7]1[C:13]2[CH:14]=[C:15]([O:20][CH3:21])[C:16]([O:18][CH3:19])=[CH:17][C:12]=2[CH2:11][CH2:10][CH2:9][N:8]1[CH:22]([C:26]1[CH:31]=[CH:30][CH:29]=[CH:28][CH:27]=1)[C:23](O)=[O:24].[CH3:37][C:38]([CH3:43])([CH3:42])[CH2:39][CH2:40][NH2:41]>>[CH3:1][O:2][C:3]1[CH:4]=[C:5]([CH:32]=[CH:33][C:34]=1[O:35][CH3:36])[CH2:6][CH:7]1[C:13]2[CH:14]=[C:15]([O:20][CH3:21])[C:16]([O:18][CH3:19])=[CH:17][C:12]=2[CH2:11][CH2:10][CH2:9][N:8]1[CH:22]([C:26]1[CH:31]=[CH:30][CH:29]=[CH:28][CH:27]=1)[C:23]([NH:41][CH2:40][CH2:39][C:38]([CH3:43])([CH3:42])[CH3:37])=[O:24]. Procedure: prepared by reaction of [1-(3,4-dimethoxy-benzyl)-7,8-dimethoxy-1,3,4,5-tetrahydro-benzo[c]azepin-2-yl]-phenyl-acetic acid with 3,3-dimethylbutylamine. Yields the product Cl[Si]1(Cl)C=C[Si](Cl)(Cl)C1. As a reaction SMILES: [CH:1]#[CH:2].[Cl:3][SiH:4]([Cl:5])[CH2:6][SiH:7]([Cl:8])[Cl:9].[cH:10]1[cH:11][cH:12][c:13]([P:14]([Pd:15]([P:16]([c:17]2[cH:18][cH:19][cH:20][cH:21][cH:22]2)([c:23]2[cH:24][cH:25][cH:26][cH:27][cH:28]2)[c:29]2[cH:30][cH:31][cH:32][cH:33][cH:34]2)([P:35]([c:36]2[cH:37][cH:38][cH:39][cH:40][cH:41]2)([c:42]2[cH:43][cH:44][cH:45][cH:46][cH:47]2)[c:48]2[cH:49][cH:50][cH:51][cH:52][cH:53]2)[P:54]([c:55]2[cH:56][cH:57][cH:58][cH:59][cH:60]2)([c:61]2[cH:62][cH:63][cH:64][cH:65][cH:66]2)[c:67]2[cH:68][cH:69][cH:70][cH:71][cH:72]2)([c:73]2[cH:74][cH:75][cH:76][cH:77][cH:78]2)[c:79]2[cH:80][cH:81][cH:82][cH:83][cH:84]2)[cH:85][cH:86]1.[cH:87]1[cH:88][cH:89][cH:90][cH:91][cH:92]1>>[CH:1]1=[CH:2][Si:4]([Cl:3])([Cl:5])[CH2:6][Si:7]1([Cl:8])[Cl:9]. Reactants: C#C, Cl[SiH](Cl)C[SiH](Cl)Cl, c1ccc(P(c2ccccc2)(c2ccccc2)[Pd](P(c2ccccc2)(c2ccccc2)c2ccccc2)(P(c2ccccc2)(c2ccccc2)c2ccccc2)P(c2ccccc2)(c2ccccc2)c2ccccc2)cc1, c1ccccc1. The reactants are CC(C#CC)O (3-pentyn-2-ol), [H-].[Na+] (sodium hydride), [Cl-].[NH4+] (ammonium chloride), ClC1=NC=NC(=C1)Cl (4,6-dichloropyrimidine). Run in O1CCCC1 (tetrahydrofuran), O1CCCC1 (tetrahydrofuran), O1CCCC1 (tetrahydrofuran). Yields the product ClC1=NC=NC(=C1)OC(C#CC)C (4-chloro-6-(1-methyl-2-butynyloxy)pyrimidine). The yield is 90.9%. As a reaction SMILES: [H-].[Na+].[CH3:3][CH:4]([OH:8])[C:5]#[C:6][CH3:7].[Cl:9][C:10]1[CH:15]=[C:14](Cl)[N:13]=[CH:12][N:11]=1.[Cl-].[NH4+]>O1CCCC1>[Cl:9][C:10]1[CH:15]=[C:14]([O:8][CH:4]([CH3:3])[C:5]#[C:6][CH3:7])[N:13]=[CH:12][N:11]=1 |f:0.1,4.5|. Procedure: In 1 ml of tetrahydrofuran was suspended 0.04 g of sodium hydride (60% in oil), to which 0.5 ml of a tetrahydrofuran solution containing 0.06 g of 3-pentyn-2-ol was slowly added dropwise with stirring at room temperature. The mixture was stirred at room temperature for 20 minutes and then cooled to 0° C., to which 0.5 ml of a tetrahydrofuran solution containing 0.1 g of 4,6-dichloropyrimidine was slowly added dropwise, followed by further stirring for 30 minutes. The reaction mixture was then po... Starting materials: O (water), ClC=C(Cl)Cl (trichloroethylene), ClC1=C(C(=NN1)C1=CC=C(C=C1)Cl)CCl (5-chloro-4-chloromethyl-3-p-chlorophenyl-pyrazole), [C-]#N.[Na+] (sodium cyanide). Run in C1=CC=CC=C1 (benzene), CS(=O)C (dimethylsulfoxide), C(C)#N (acetonitrile). Conditions: time 3.5 hour. The product is ClC1=C(C(=NN1C1=CC=CC=C1)C1=CC=C(C=C1)Cl)CC#N (5-Chloro-3-p-chlorophenyl-1-phenyl-pyrazole-4-acetonitrile). As a reaction SMILES: [Cl:1][C:2]1[NH:6][N:5]=[C:4]([C:7]2[CH:12]=[CH:11][C:10]([Cl:13])=[CH:9][CH:8]=2)[C:3]=1[CH2:14]Cl.[C-:16]#[N:17].[Na+].O.Cl[CH:21]=[C:22](Cl)Cl>CS(C)=O.C(#N)C.C1C=CC=CC=1>[Cl:1][C:2]1[N:6]([C:22]2[CH:21]=[CH:7][CH:4]=[CH:3][CH:2]=2)[N:5]=[C:4]([C:7]2[CH:8]=[CH:9][C:10]([Cl:13])=[CH:11][CH:12]=2)[C:3]=1[CH2:14][C:16]#[N:17] |f:1.2|. Reported procedure: 35 g of 5-chloro-4-chloromethyl-3-p-chlorophenyl-pyrazole are added while stirring and slight cooling at 25° to a mixture of 6.15 g of sodium cyanide in 150 ml of dimethylsulfoxide. Stirring is carried out for 2 to 5 hours at this temperature until the reaction is determinated. The solution is mixed with 200 ml of water and 200 ml of trichloroethylene or benzene. The layers are separated. Washing is carried out with the organic solvent. Drying is carried out with sodium sulfate and the organic p... The product is Cl.C(C1=CC=CC=C1)N[C@@H](CC1=CC=C(C=C1)OC)C ((R)—N-benzyl-N-(1-methyl-2-p-methoxyphenylethyl)amine hydrochloride), hydrochloride salt. Conditions: temperature 2.5 celsius, time 2 hour. The solvent is CO (methanol), C(C)(=O)O (acetic acid), O (water), C(C)(=O)OCC (ethyl acetate). Reactants: C(C1=CC=CC=C1)N (Benzylamine), [BH4-].[Na+] (sodium borohydride), CC(C)O.Cl (IPA HCl), COC1=CC=C(C=C1)CC(C)=O (4-Methoxy phenyl acetone), O.O.O.C(C)(=O)[O-].[Na+] (sodium acetate trihydrate), [OH-].[Na+] (sodium hydroxide). Procedure details: 4-Methoxy phenyl acetone (50 kg, 0.305 M), sodium acetate trihydrate (62 kg, 0.455 M) were charged in to the reactor containing acetic acid (170 kg,) and methanol (160 lit). The reaction mass was chilled to 0-5° C. Benzylamine (36 kg, 0.336 M) was added slowly into the reactor maintaining temperature between 0-5° C. After stirring for two hours at 0-5° C., the reaction mass was treated with sodium borohydride (25 kg, 0.657 M) maintaining temperature below 10° C. and was stirred further for 2 hou... Reaction SMILES: [CH3:1][O:2][C:3]1[CH:8]=[CH:7][C:6]([CH2:9][C:10](=O)[CH3:11])=[CH:5][CH:4]=1.O.O.O.C([O-])(=O)C.[Na+].[CH2:21]([NH2:28])[C:22]1[CH:27]=[CH:26][CH:25]=[CH:24][CH:23]=1.[BH4-].[Na+].[OH-].[Na+].CC(O)C.[ClH:37]>O.C(OCC)(=O)C.CO.C(O)(=O)C>[ClH:37].[CH2:21]([NH:28][C@H:10]([CH3:11])[CH2:9][C:6]1[CH:7]=[CH:8][C:3]([O:2][CH3:1])=[CH:4][CH:5]=1)[C:22]1[CH:27]=[CH:26][CH:25]=[CH:24][CH:23]=1 |f:1.2.3.4.5,7.8,9.10,11.12,17.18|. Reactants: C(=O)(O)[O-].[Na+] (NaHCO3), ClC1=C(C=C(C=C1)NC(=O)C1NCC2=CC=C(C=C2C1)OC1=CC(=NC=C1)C=1NCCN1)C(F)(F)F (N-[4-chloro-3-(trifluoromethyl)phenyl]-6-{[2-(4,5-dihydro-1H-imidazol-2-yl)pyridin-4-yl]oxy}-1,2,3,4-tetrahydroisoquinoline-3-carboxamide), C=O (formaldehyde), C(#N)[BH3-].[Na+] (sodium cyanoborohydride). Reagents/catalysts: CO (MeOH). Solvent: C(C)#N (acetonitrile). Reaction conditions: time 1 hour. Product: ClC1=C(C=C(C=C1)NC(=O)C1N(CC2=CC=C(C=C2C1)OC1=CC(=NC=C1)C=1NCCN1)C)C(F)(F)F (N-[4-chloro-3-(trifluoromethyl)phenyl]-6-{[2-(4,5-dihydro-1H-imidazol-2-yl)pyridin-4-yl]-oxy}-2-methyl-1,2,3,4-tetrahydroisoquinoline-3-carboxamide), CC(=O)CC(=O)O (diacetate). The yield is 17.0%. RXN SMILES: [Cl:1][C:2]1[CH:7]=[CH:6][C:5]([NH:8][C:9]([CH:11]2[CH2:20][C:19]3[C:14](=[CH:15][CH:16]=[C:17]([O:21][C:22]4[CH:27]=[CH:26][N:25]=[C:24]([C:28]5[NH:29][CH2:30][CH2:31][N:32]=5)[CH:23]=4)[CH:18]=3)[CH2:13][NH:12]2)=[O:10])=[CH:4][C:3]=1[C:33]([F:36])([F:35])[F:34].C=O.[C:39]([BH3-])#N.[Na+].[C:43]([O-:46])(O)=[O:44].[Na+]>C(#N)C.CO>[Cl:1][C:2]1[CH:7]=[CH:6][C:5]([NH:8][C:9]([CH:11]2[CH2:20][C:19]3[C:14](=[CH:15][CH:16]=[C:17]([O:21][C:22]4[CH:27]=[CH:26][N:25]=[C:24]([C:28]5[NH:29][CH2:30][CH2:31][N:32]=5)[CH:23]=4)[CH:18]=3)[CH2:13][N:12]2[CH3:39])=[O:10])=[CH:4][C:3]=1[C:33]([F:36])([F:34])[F:35].[CH3:16][C:17]([CH2:18][C:43]([OH:46])=[O:44])=[O:21] |f:2.3,4.5|. Procedure details: To a solution of N-[4-chloro-3-(trifluoromethyl)phenyl]-6-{[2-(4,5-dihydro-1H-imidazol-2-yl)pyridin-4-yl]oxy}-1,2,3,4-tetrahydroisoquinoline-3-carboxamide (I-54) (70.0 mg, 0.11 mmol), in acetonitrile (1.0 mL), was added formaldehyde (37% solution in water, 42 μL, 0.56 mmol) and sodium cyanoborohydride (28.8 mg, 0.46 mmol). A few drops of MeOH were added and the reaction was allowed to stir for 1 h. Saturated NaHCO3 solution was added and the mixture was extracted with EtOAc (2×). The combined or...